From a dataset of the Open Reaction Database (ORD), a public repository of structured organic reaction records. describe an organic reaction: reactants, conditions, products, and yield The reactants are C(C)(C)(C)O[C@H](C(=O)O)C1=C(C2=C(N=C(S2)N2CC(OCC2)(C)C2=CC=C(C=C2)Cl)C=C1C)C1=CC=C(C=C1)Cl ((2S)-2-tert-butoxy-2-(7-(4-chlorophenyl)-2-(2-(4-chlorophenyl)-2-methylmorpholino)-5-methylbenzo[d]thiazol-6-yl)acetic acid), CC1=CC=C(C=C1)C1(CNCCO1)C (2-(4-methylphenyl)-2-methylmorpholine). Yields the product C(C)(C)(C)O[C@H](C(=O)O)C1=C(C2=C(N=C(S2)N2CC(OCC2)(C2=CC=C(C=C2)C)C)C=C1C)C1=CC=C(C=C1)Cl ((2S)-2-tert-butoxy-2-(7-(4-chlorophenyl)-5-methyl-2-(2-methyl-2-p-tolylmorpholino)benzo[d]thiazol-6-yl)acetic acid). As a reaction SMILES: [C:1]([O:5][C@@H:6]([C:10]1[C:32]([CH3:33])=[CH:31][C:13]2[N:14]=[C:15]([N:17]3[CH2:22][CH2:21][O:20][C:19]([C:24]4[CH:29]=[CH:28][C:27](Cl)=[CH:26][CH:25]=4)([CH3:23])[CH2:18]3)[S:16][C:12]=2[C:11]=1[C:34]1[CH:39]=[CH:38][C:37]([Cl:40])=[CH:36][CH:35]=1)[C:7]([OH:9])=[O:8])([CH3:4])([CH3:3])[CH3:2].[CH3:41]C1C=CC(C2(C)OCCNC2)=CC=1>>[C:1]([O:5][C@@H:6]([C:10]1[C:32]([CH3:33])=[CH:31][C:13]2[N:14]=[C:15]([N:17]3[CH2:22][CH2:21][O:20][C:19]([CH3:23])([C:24]4[CH:29]=[CH:28][C:27]([CH3:41])=[CH:26][CH:25]=4)[CH2:18]3)[S:16][C:12]=2[C:11]=1[C:34]1[CH:39]=[CH:38][C:37]([Cl:40])=[CH:36][CH:35]=1)[C:7]([OH:9])=[O:8])([CH3:2])([CH3:3])[CH3:4]. Procedure: (2S)-2-tert-butoxy-2-(7-(4-chlorophenyl)-5-methyl-2-(2-methyl-2-p-tolylmorpholino)benzo[d]thiazol-6-yl)acetic acid was prepared using the similar procedure as (2S)-2-tert-butoxy-2-(7-(4-chlorophenyl)-2-(2-(4-chlorophenyl)-2-methylmorpholino)-5-methylbenzo[d]thiazol-6-yl)acetic acid except 2-(4-methylphenyl)-2-methylmorpholine was used instead of 2-(4-chlorophenyl)-2-methylmorpholine. LCMS-ESI+: calc'd for C32H35ClN2O4S: 579.2, 581.2 (M+H+); found: 579.4, 581.3 (M+H+). 1H-NMR: 400 MHz, (CD3OD) δ:... Reaction SMILES: [Br-:1].[CH2:2]([c:3]1[cH:4][cH:5][cH:6][cH:7][cH:8]1)[O:9][c:10]1[c:11]([Mg+:16])[cH:12][cH:13][cH:14][cH:15]1.[CH3:17][c:18]1[c:19]([C:25]([CH2:26][CH3:27])=[O:28])[cH:20][c:21]([CH3:24])[cH:22][cH:23]1.[Cl-:29].[NH4+:30].[O:32]1[CH2:33][CH2:34][CH2:35][CH2:36]1.[OH2:31]>>[CH2:2]([c:3]1[cH:4][cH:5][cH:6][cH:7][cH:8]1)[O:9][c:10]1[c:11]([C:25]([c:19]2[c:18]([CH3:17])[cH:23][cH:22][c:21]([CH3:24])[cH:20]2)([CH2:26][CH3:27])[OH:28])[cH:12][cH:13][cH:14][cH:15]1. Yields the product CCC(O)(c1cc(C)ccc1C)c1ccccc1OCc1ccccc1. The reactants are [Br-], [Mg+]c1ccccc1OCc1ccccc1, CCC(=O)c1cc(C)ccc1C, [Cl-], [NH4+], C1CCOC1, O. Starting materials: CC(NC(=O)OC(C)(C)C)c1ccc(Br)cc1, C=CC(=O)OCC, C1COCCO1, CN(C1CCCCC1)C1CCCCC1, O=C(C=Cc1ccccc1)C=Cc1ccccc1, O=C(C=Cc1ccccc1)C=Cc1ccccc1, O=C(C=Cc1ccccc1)C=Cc1ccccc1, O, [Pd], [Pd]. Product: CCOC(=O)C=Cc1ccc(C(C)NC(=O)OC(C)(C)C)cc1. As a reaction SMILES: [C:1]([CH3:2])([CH3:3])([CH3:4])[O:5][C:6]([NH:7][CH:8]([CH3:9])[c:10]1[cH:11][cH:12][c:13]([Br:16])[cH:14][cH:15]1)=[O:17].[C:38]([CH:39]=[CH2:40])(=[O:41])[O:42][CH2:43][CH3:44].[CH2:32]1[O:33][CH2:34][CH2:35][O:36][CH2:37]1.[CH3:18][N:19]([CH:20]1[CH2:21][CH2:22][CH2:23][CH2:24][CH2:25]1)[CH:26]1[CH2:27][CH2:28][CH2:29][CH2:30][CH2:31]1.[O:47]=[C:48]([CH:49]=[CH:50][c:51]1[cH:52][cH:53][cH:54][cH:55][cH:56]1)[CH:57]=[CH:58][c:59]1[cH:60][cH:61][cH:62][cH:63][cH:64]1.[O:65]=[C:66]([CH:67]=[CH:68][c:69]1[cH:70][cH:71][cH:72][cH:73][cH:74]1)[CH:75]=[CH:76][c:77]1[cH:78][cH:79][cH:80][cH:81][cH:82]1.[O:83]=[C:84]([CH:85]=[CH:86][c:87]1[cH:88][cH:89][cH:90][cH:91][cH:92]1)[CH:93]=[CH:94][c:95]1[cH:96][cH:97][cH:98][cH:99][cH:100]1.[OH2:101].[Pd:45].[Pd:46]>>[C:1]([CH3:2])([CH3:3])([CH3:4])[O:5][C:6]([NH:7][CH:8]([CH3:9])[c:10]1[cH:11][cH:12][c:13]([CH:40]=[CH:39][C:38](=[O:41])[O:42][CH2:43][CH3:44])[cH:14][cH:15]1)=[O:17]. Starting materials: [Mg] (magnesium), CI (methyl iodide), [Cl-].[NH4+] (ammonium chloride), C(C)(C)(C)[Si](OC(CC/C(=C/CCC(=CC=O)C)/C)C(=C)C)(C)C ((6E)-10-(tert.-butyldimethylsiloxy)-3,7,11-trimethyl-2,6,11-dodecatrienal), C[Mg]I (methylmagnesium iodide). Solvent: CCOCC (ether), CCOCC (ether). Reaction conditions: time 2 hour. The product is C(C)(C)(C)[Si](OC(CC/C(=C/C=CC(=CC(=C)O)C)/C)C(=C)C)(C)C ((7E)-11-(tert.-butyldimethylsiloxy)-4,8,12-trimethyl-3,7,12-tridecadien-trien-2-ol). RXN SMILES: [C:1]([Si:5]([CH3:24])([CH3:23])[O:6][CH:7]([C:20]([CH3:22])=[CH2:21])[CH2:8][CH2:9]/[C:10](/[CH3:19])=[CH:11]/[CH2:12][CH2:13][C:14]([CH3:18])=[CH:15][CH:16]=[O:17])([CH3:4])([CH3:3])[CH3:2].[CH3:25][Mg]I.[Mg].CI.[Cl-].[NH4+]>CCOCC>[C:1]([Si:5]([CH3:23])([CH3:24])[O:6][CH:7]([C:20]([CH3:22])=[CH2:21])[CH2:8][CH2:9]/[C:10](/[CH3:19])=[CH:11]/[CH:12]=[CH:13][C:14]([CH3:18])=[CH:15][C:16]([OH:17])=[CH2:25])([CH3:4])([CH3:3])[CH3:2] |f:4.5|. Procedure details: A solution of 7.3 g of (6E)-10-(tert.-butyldimethylsiloxy)-3,7,11-trimethyl-2,6,11-dodecatrienal in 10 ml of ether is added dropwise at -20° to a methylmagnesium iodide solution prepared from 0.56 g of magnesium shavings and 3.1 g of methyl iodide in 80 ml of ether. After stirring at -20° for 2 hours the reaction mixture is poured into a mixture of ice and saturated ammonium chloride solution and extracted twice with ether. The combined organic extracts are washed with saturated sodium chloride ...